describe an organic reaction: reactants, conditions, products, and yield From a dataset of the Open Reaction Database (ORD), a public repository of structured organic reaction records. Reactants: CCO, O=[N+]([O-])c1cc(Cl)ccc1NCCCO, [H][H]. The product is Nc1cc(Cl)ccc1NCCCO. As a reaction SMILES: [CH3:18][CH2:19][OH:20].[Cl:1][c:2]1[cH:3][c:4]([N+:13]([O-:14])=[O:15])[c:5]([NH:8][CH2:9][CH2:10][CH2:11][OH:12])[cH:6][cH:7]1.[H:16][H:17]>>[Cl:1][c:2]1[cH:3][c:4]([NH2:13])[c:5]([NH:8][CH2:9][CH2:10][CH2:11][OH:12])[cH:6][cH:7]1. The reactants are [N+](=O)(O)[O-] (nitric acid), C(C)OC(=O)N1S(CC2=C1C=C(C=C2)F)(=O)=O (1-ethoxycarbonyl-1,3-dihydro-6-fluoro-2,1-benzisothiazole 2,2-dioxide), ice water. Reaction conditions: temperature 10 celsius, time 2 hour. The product is [N+](=O)([O-])C=1C(=CC2=C(CS(N2C(=O)OCC)(=O)=O)C1)F (5-nitro-l-ethoxycarbonyl-1,3-dihydro-6-fluoro-2,1-benzisothiazole 2,2-dioxide). As a reaction SMILES: [N+:1]([O-:4])(O)=[O:2].[CH2:5]([O:7][C:8]([N:10]1[C:14]2[CH:15]=[C:16]([F:19])[CH:17]=[CH:18][C:13]=2[CH2:12][S:11]1(=[O:21])=[O:20])=[O:9])[CH3:6]>>[N+:1]([C:17]1[C:16]([F:19])=[CH:15][C:14]2[N:10]([C:8]([O:7][CH2:5][CH3:6])=[O:9])[S:11](=[O:21])(=[O:20])[CH2:12][C:13]=2[CH:18]=1)([O-:4])=[O:2]. Reported procedure: To stirred nitric acid (99%; 25 ml) was added 1-ethoxycarbonyl-1,3-dihydro-6-fluoro-2,1-benzisothiazole 2,2-dioxide (2.78 g) in portions at 0° C. The mixture was stirred for 2 hours while allowing it to warm to 10° C. The reaction mixture was poured into ice-water mixture then, the resulting mixture was extracted with ethyl acetate. The organic layer was washed with saturated sodium bicarbonate solution. The extract was dried over magnesium sulfate and concentrated in vacuo. The resulting crude ... Reactants: Cc1cc(Nc2cc3c(C)cccc3c(Cl)n2)n[nH]1, Oc1ccc(F)cc1. Product: Cc1cc(Nc2cc3c(C)cccc3c(Oc3ccc(F)cc3)n2)n[nH]1. Reaction SMILES: [Cl:9][c:10]1[n:11][c:12]([NH:21][c:22]2[n:23][nH:24][c:25]([CH3:27])[cH:26]2)[cH:13][c:14]2[c:15]([CH3:20])[cH:16][cH:17][cH:18][c:19]12.[F:1][c:2]1[cH:3][cH:4][c:5]([OH:8])[cH:6][cH:7]1>>[F:1][c:2]1[cH:3][cH:4][c:5]([O:8][c:10]2[n:11][c:12]([NH:21][c:22]3[n:23][nH:24][c:25]([CH3:27])[cH:26]3)[cH:13][c:14]3[c:15]([CH3:20])[cH:16][cH:17][cH:18][c:19]23)[cH:6][cH:7]1. The reactants are Cc1cc(NC(=O)OC(C)(C)C)c(N)cc1C(F)(F)F, CC(C)(C)OC(=O)CC(=O)c1cccc(-n2ccnc2)c1. Yields the product Cc1cc(NC(=O)OC(C)(C)C)c(NC(=O)CC(=O)c2cccc(-n3ccnc3)c2)cc1C(F)(F)F. RXN SMILES: [C:1]([CH3:2])([CH3:3])([CH3:4])[O:5][C:6]([NH:7][c:8]1[c:9]([NH2:19])[cH:10][c:11]([C:15]([F:16])([F:17])[F:18])[c:12]([CH3:14])[cH:13]1)=[O:20].[C:21]([CH3:23])([CH3:24])([O:25][C:26](=[O:22])[CH2:27][C:28](=[O:29])[c:30]1[cH:31][c:32](-[n:36]2[cH:37][n:38][cH:39][cH:40]2)[cH:33][cH:34][cH:35]1)[CH3:41]>>[C:1]([CH3:2])([CH3:3])([CH3:4])[O:5][C:6]([NH:7][c:8]1[c:9]([NH:19][C:26](=[O:25])[CH2:27][C:28](=[O:29])[c:30]2[cH:31][c:32](-[n:36]3[cH:37][n:38][cH:39][cH:40]3)[cH:33][cH:34][cH:35]2)[cH:10][c:11]([C:15]([F:16])([F:17])[F:18])[c:12]([CH3:14])[cH:13]1)=[O:20].